Dataset: the Open Reaction Database (ORD), a public repository of structured organic reaction records. Task: describe an organic reaction: reactants, conditions, products, and yield Starting materials: solid, Cl.Cl.O1C=C(C=C2C1=CC=C2)C2N(CCCC2)CC[C@@H]2CC[C@H](CC2)N (trans-4-[2-(4-benzofuran-3-yl-piperidin-1-yl)-ethyl]-cyclohexylamine dihydrochloride), Cl.Cl.O1C=C(C=C2C1=CC=C2)C2N(CCCC2)CC[C@@H]2CC[C@H](CC2)N (trans-4-[2-(4-benzofuran-3-yl-piperidin-1-yl)-ethyl]-cyclohexylamine dihydrochloride), COC(CC(=O)OC)OC (methyl 3,3-dimethoxy-propanoate). Product: O1C=C(C=C2C1=CC=C2)C2N(CCCC2)CC[C@@H]2CC[C@H](CC2)NC(CC(OC)OC)=O (trans-N-{4-[2-(4-Benzofuran-3-yl-piperidin-1-yl)-ethyl]-cyclohexyl}-3,3-dimethoxy-propionamide). As a reaction SMILES: Cl.Cl.[O:3]1[C:8]2=[CH:9][CH:10]=[CH:11][C:7]2=[CH:6][C:5]([CH:12]2[CH2:17][CH2:16][CH2:15][CH2:14][N:13]2[CH2:18][CH2:19][C@H:20]2[CH2:25][CH2:24][C@H:23]([NH2:26])[CH2:22][CH2:21]2)=[CH:4]1.[CH3:27][O:28][CH:29]([O:35][CH3:36])[CH2:30][C:31](OC)=[O:32]>>[O:3]1[C:8]2=[CH:9][CH:10]=[CH:11][C:7]2=[CH:6][C:5]([CH:12]2[CH2:17][CH2:16][CH2:15][CH2:14][N:13]2[CH2:18][CH2:19][C@H:20]2[CH2:21][CH2:22][C@H:23]([NH:26][C:31](=[O:32])[CH2:30][CH:29]([O:35][CH3:36])[O:28][CH3:27])[CH2:24][CH2:25]2)=[CH:4]1 |f:0.1.2|. Procedure details: The title compound, white solid (71 mg, 64%), MS (ISP) m/z=443.4 [(M+H)+], mp 148° C., was prepared in accordance with the general method of example 46 from trans-4-[2-(4-benzofuran-3-yl-piperidin-1-yl)-ethyl]-cyclohexylamine dihydrochloride (intermediate A) (100 mg, 0.25 mmol) and methyl 3,3-dimethoxy-propanoate. Reaction SMILES: [Br:26][CH2:27][CH2:28][CH:29]([CH3:30])[CH3:31].[C:20](=[O:21])([O-:22])[O-:23].[CH3:32][N:33]([CH3:34])[CH:35]=[O:36].[Cs+:24].[Cs+:25].[O:15]1[CH2:16][CH2:17][CH2:18][CH2:19]1.[s:1]1[cH:2][n:3][c:4]2[c:5]1[c:6]1[c:10]([cH:11][cH:12]2)[NH:9][C:8](=[O:13])[C:7]1=[O:14]>>[s:1]1[cH:2][n:3][c:4]2[c:5]1[c:6]1[c:10]([cH:11][cH:12]2)[N:9]([CH2:27][CH2:28][CH:29]([CH3:30])[CH3:31])[C:8](=[O:13])[C:7]1=[O:14]. Reactants: CC(C)CCBr, O=C([O-])[O-], CN(C)C=O, [Cs+], [Cs+], C1CCOC1, O=C1Nc2ccc3ncsc3c2C1=O. The product is CC(C)CCN1C(=O)C(=O)c2c1ccc1ncsc21.